describe an organic reaction: reactants, conditions, products, and yield From a dataset of the Open Reaction Database (ORD), a public repository of structured organic reaction records. Reactants: O=C([O-])[O-], CCOC(=O)Nc1cc(Br)nc(Br)c1[N+](=O)[O-], CC(C)=O, Cc1ccc(CCl)cn1, [I-], [K+], [K+], [Na+]. Product: CCOC(=O)N(Cc1ccc(C)nc1)c1cc(Br)nc(Br)c1[N+](=O)[O-]. RXN SMILES: [C:1](=[O:2])([O-:3])[O-:4].[CH2:7]([CH3:8])[O:9][C:10]([NH:11][c:12]1[c:13]([N+:20](=[O:21])[O-:22])[c:14]([Br:19])[n:15][c:16]([Br:18])[cH:17]1)=[O:23].[CH3:35][C:36](=[O:37])[CH3:38].[Cl:24][CH2:25][c:26]1[cH:27][cH:28][c:29]([CH3:32])[n:30][cH:31]1.[I-:34].[K+:5].[K+:6].[Na+:33]>>[CH2:7]([CH3:8])[O:9][C:10]([N:11]([c:12]1[c:13]([N+:20](=[O:21])[O-:22])[c:14]([Br:19])[n:15][c:16]([Br:18])[cH:17]1)[CH2:25][c:26]1[cH:27][cH:28][c:29]([CH3:32])[n:30][cH:31]1)=[O:23]. Starting materials: [OH-].[K+] (potassium hydroxide), BrC1=C(OCC(=O)OC)C(=CC(=C1)C1=C2C=CC=CC2=C(C2=C1C1=C(S2)C=CC=C1)Br)Br ([2,6-dibromo-4-(6-bromo-benzo[b]naphtho[2,3-d]thiophen-11-yl )-phenoxy]-acetic acid, methyl ester). Run in C1CCOC1 (THF), CO (methanol), O (water). Run at time 2.5 hour. The product is BrC1=C(OCC(=O)O)C(=CC(=C1)C1=C2C=CC=CC2=C(C2=C1C1=C(S2)C=CC=C1)Br)Br ([2,6-Dibromo-4-(6-bromo-benzo[b]naphtho[2,3-d]thiophen- 11-yl)-phenoxy]-acetic acid). Isolated yield 91.0%. Reaction SMILES: [OH-].[K+].[Br:3][C:4]1[CH:15]=[C:14]([C:16]2[C:25]3[C:26]4[CH:32]=[CH:31][CH:30]=[CH:29][C:27]=4[S:28][C:24]=3[C:23]([Br:33])=[C:22]3[C:17]=2[CH:18]=[CH:19][CH:20]=[CH:21]3)[CH:13]=[C:12]([Br:34])[C:5]=1[O:6][CH2:7][C:8]([O:10]C)=[O:9]>C1COCC1.CO.O>[Br:3][C:4]1[CH:15]=[C:14]([C:16]2[C:25]3[C:26]4[CH:32]=[CH:31][CH:30]=[CH:29][C:27]=4[S:28][C:24]=3[C:23]([Br:33])=[C:22]3[C:17]=2[CH:18]=[CH:19][CH:20]=[CH:21]3)[CH:13]=[C:12]([Br:34])[C:5]=1[O:6][CH2:7][C:8]([OH:10])=[O:9] |f:0.1|. Procedure details: 1.0 N Aqueous potassium hydroxide (2.66 mL, 2.66 mmol) was added to a stirred suspension of [2,6-dibromo-4-(6-bromo-benzo[b]naphtho[2,3-d]thiophen-11-yl )-phenoxy]-acetic acid, methyl ester (1.51 g, 2.37 mmol) in THF (13 mL) and methanol (4 mL). Dissolution occurred. After 2.5 h at ambient temperature, the reaction mixture was diluted with water and extracted with ether (100 mL). The aqueous phase was acidified with 10% aqueous HCl and filtered. The solid was washed with water and triturated wit...